Dataset: the Open Reaction Database (ORD), a public repository of structured organic reaction records. Task: describe an organic reaction: reactants, conditions, products, and yield The reactants are CN(C(=O)c1ccc(Cl)cc1)C1CCN(C(=O)C2CCNCC2)CC1c1ccc(Cl)c(Cl)c1, Cl, O=C(O)C1(O)CC1. Product: CN(C(=O)c1ccc(Cl)cc1)C1CCN(C(=O)C2CCN(C(=O)C3(O)CC3)CC2)CC1c1ccc(Cl)c(Cl)c1. Reaction SMILES: [Cl:2][c:3]1[cH:4][cH:5][c:6]([C:7](=[O:8])[N:9]([CH3:10])[CH:11]2[CH:12]([c:25]3[cH:26][c:27]([Cl:32])[c:28]([Cl:31])[cH:29][cH:30]3)[CH2:13][N:14]([C:17](=[O:18])[CH:19]3[CH2:20][CH2:21][NH:22][CH2:23][CH2:24]3)[CH2:15][CH2:16]2)[cH:33][cH:34]1.[ClH:1].[OH:35][C:36]1([C:39](=[O:40])[OH:41])[CH2:37][CH2:38]1>>[Cl:2][c:3]1[cH:4][cH:5][c:6]([C:7](=[O:8])[N:9]([CH3:10])[CH:11]2[CH:12]([c:25]3[cH:26][c:27]([Cl:32])[c:28]([Cl:31])[cH:29][cH:30]3)[CH2:13][N:14]([C:17](=[O:18])[CH:19]3[CH2:20][CH2:21][N:22]([C:39]([C:36]4([OH:35])[CH2:37][CH2:38]4)=[O:40])[CH2:23][CH2:24]3)[CH2:15][CH2:16]2)[cH:33][cH:34]1. Reactants: C[S-].[Na+] (Sodium thiomethoxide), CC1=CC(=C(C=C1C)C(=O)C1=CC=CC=C1)OC ((4,5-Dimethyl-2-methoxyphenyl)(phenyl)methanone), O (water). Run in CN(C=O)C (dimethylformamide). Yields the product CC1=CC(=C(C=C1C)C(=O)C1=CC=CC=C1)O ((4,5-dimethyl-2-hydroxy-phenyl)(phenyl)methanone). RXN SMILES: [CH3:1][C:2]1[C:7]([CH3:8])=[CH:6][C:5]([C:9]([C:11]2[CH:16]=[CH:15][CH:14]=[CH:13][CH:12]=2)=[O:10])=[C:4]([O:17]C)[CH:3]=1.C[S-].[Na+].O>CN(C)C=O>[CH3:1][C:2]1[C:7]([CH3:8])=[CH:6][C:5]([C:9]([C:11]2[CH:16]=[CH:15][CH:14]=[CH:13][CH:12]=2)=[O:10])=[C:4]([OH:17])[CH:3]=1 |f:1.2|. Reported procedure: (4,5-Dimethyl-2-methoxyphenyl)(phenyl)methanone (650 mg) was dissolved in dimethylformamide (10 ml) to prepare a solution. Sodium thiomethoxide (379 mg) was added to the solution, and the mixture was stirred while heating under reflux overnight. The reaction solution was cooled to room temperature, water was added thereto, and the mixture was extracted with ethyl acetate. The organic layer was washed with saturated brine, was dried over sodium sulfate and was concentrated. The residue was subjec... Product: COc1ccc(C(=O)C(C(=O)c2ccc(OC)cc2)c2ccccc2)cc1. Reactants: COc1ccc(C(=O)Cl)cc1, C1CCOC1, COc1ccc(C(=O)Cc2ccccc2)cc1, O=C(O)CC(O)(CC(=O)O)C(=O)O. RXN SMILES: [C:18]([c:19]1[cH:20][cH:21][c:22]([O:25][CH3:26])[cH:23][cH:24]1)(=[O:27])[Cl:28].[CH2:42]1[O:43][CH2:44][CH2:45][CH2:46]1.[CH3:1][O:2][c:3]1[cH:4][cH:5][c:6]([C:9]([CH2:10][c:11]2[cH:12][cH:13][cH:14][cH:15][cH:16]2)=[O:17])[cH:7][cH:8]1.[OH:29][C:30]([CH2:31][C:32]([C:33](=[O:34])[OH:35])([CH2:36][C:37](=[O:38])[OH:39])[OH:40])=[O:41]>>[CH3:1][O:2][c:3]1[cH:4][cH:5][c:6]([C:9]([CH:10]([c:11]2[cH:12][cH:13][cH:14][cH:15][cH:16]2)[C:18]([c:19]2[cH:20][cH:21][c:22]([O:25][CH3:26])[cH:23][cH:24]2)=[O:27])=[O:17])[cH:7][cH:8]1. The reactants are O=C=Nc1ccc2c(c1)OCO2, CC(O)CN1CCC(c2n[nH]c3cc(F)ccc23)CC1. The product is CC(CN1CCC(c2n[nH]c3cc(F)ccc23)CC1)OC(=O)Nc1ccc2c(c1)OCO2. Reaction SMILES: [CH2:21]1[O:22][c:23]2[cH:24][c:25]([N:30]=[C:31]=[O:32])[cH:26][cH:27][c:28]2[O:29]1.[OH:1][CH:2]([CH2:3][N:4]1[CH2:5][CH2:6][CH:7]([c:10]2[n:11][nH:12][c:13]3[cH:14][c:15]([F:19])[cH:16][cH:17][c:18]23)[CH2:8][CH2:9]1)[CH3:20]>>[O:1]([CH:2]([CH2:3][N:4]1[CH2:5][CH2:6][CH:7]([c:10]2[n:11][nH:12][c:13]3[cH:14][c:15]([F:19])[cH:16][cH:17][c:18]23)[CH2:8][CH2:9]1)[CH3:20])[C:31]([NH:30][c:25]1[cH:24][c:23]2[c:28]([cH:27][cH:26]1)[O:29][CH2:21][O:22]2)=[O:32]. Reactants: CC(Cl)c1cccnc1, CC12CC(C(=O)O)(CO1)C2. The reagents and catalysts are O=C([O-])[O-].[Cs+].[Cs+] (cesium carbonate), [I-].[K+] (potassium iodide). Solvent: CN(C)C=O (DMF), CN(C)C=O (dmf), CN(C)C=O (DMF). Run at temperature 70 celsius, time 16 hour. Yields the product CC(OC(=O)C12COC(C)(C1)C2)c1cccnc1. Reactants: [Na] (sodium), C12C3=C(C(CC1=NO)C2)C=CC=C3 (benzonorbornen-2-one oxime), O (water). Run in C(Cl)(Cl)Cl (chloroform), C(C)O (ethanol). Product: C12C3=C(C(CC1=O)C2)C=CC=C3 (Benzonorbornen-2-one). As a reaction SMILES: [CH:1]12[CH2:9][CH:4]([CH2:5][C:6]1=NO)[C:3]1[CH:10]=[CH:11][CH:12]=[CH:13][C:2]2=1.[Na].[OH2:15]>C(O)C.C(Cl)(Cl)Cl>[CH:1]12[CH2:9][CH:4]([CH2:5][C:6]1=[O:15])[C:3]1[CH:10]=[CH:11][CH:12]=[CH:13][C:2]2=1 |^1:13|. Reported procedure: A solution of benzonorbornen-2-one oxime (2g.) in absolute ethanol (120ml.) was heated to reflux under nitrogen and sodium metal (12 g.) was added in small portions with continuous stirring. The reaction mixture was then refluxed for 30 minutes. This viscous suspension was then cooled to room temperature, 100 ml. of water added and the reaction mixture agitated until a clear solution was obtained. This was extracted with ether and the ether extract worked up to give an oil which was dissolved in... Reactants: N#Cc1nn(-c2c(Cl)cc(C(F)(F)F)cc2Cl)c(O)c1SC(F)(F)F, [H-], [K+], [Na+], C1COCCO1, CCOS(=O)(=O)OCC, O=S(=O)([O-])O. Product: CCOc1c(SC(F)(F)F)c(C#N)nn1-c1c(Cl)cc(C(F)(F)F)cc1Cl. Reaction SMILES: [Cl:3][c:4]1[c:5](-[n:15]2[n:16][c:17]([C:26]#[N:27])[c:18]([S:21][C:22]([F:23])([F:24])[F:25])[c:19]2[OH:20])[c:6]([Cl:14])[cH:7][c:8]([C:10]([F:11])([F:12])[F:13])[cH:9]1.[H-:1].[K+:42].[Na+:2].[O:43]1[CH2:44][CH2:45][O:46][CH2:47][CH2:48]1.[S:28]([O:29][CH2:30][CH3:31])([O:34][CH2:32][CH3:33])(=[O:35])=[O:36].[S:37]([O-:38])([OH:39])(=[O:40])=[O:41]>>[Cl:3][c:4]1[c:5](-[n:15]2[n:16][c:17]([C:26]#[N:27])[c:18]([S:21][C:22]([F:23])([F:24])[F:25])[c:19]2[O:20][CH2:32][CH3:33])[c:6]([Cl:14])[cH:7][c:8]([C:10]([F:11])([F:12])[F:13])[cH:9]1.